This data is from the Open Reaction Database (ORD), a public repository of structured organic reaction records. The task is: describe an organic reaction: reactants, conditions, products, and yield Starting materials: OC=C1C(N(C2=CC(=C(C=C2C1=O)OC)OC)C(=O)OCC)C (3-hydroxymethylene-6,7-dimethoxy-2-methyl-4-oxo-1,2,3,4-tetrahydro-1-quinoline carboxylic acid, ethyl ester), COCCN (methoxyethylamine), crude product. Yields the product COCCNC=C1C(N(C2=CC(=C(C=C2C1=O)OC)OC)C(=O)OCC)C (3-methoxyethylaminomethylene-6,7-dimethoxy-2-methyl-4-oxo-1,2,3,4-tetrahydro-1-quinoline carboxylic acid, ethyl ester). RXN SMILES: O[CH:2]=[C:3]1[C:12](=[O:13])[C:11]2[C:6](=[CH:7][C:8]([O:16][CH3:17])=[C:9]([O:14][CH3:15])[CH:10]=2)[N:5]([C:18]([O:20][CH2:21][CH3:22])=[O:19])[CH:4]1[CH3:23].[CH3:24][O:25][CH2:26][CH2:27][NH2:28]>>[CH3:24][O:25][CH2:26][CH2:27][NH:28][CH:2]=[C:3]1[C:12](=[O:13])[C:11]2[C:6](=[CH:7][C:8]([O:16][CH3:17])=[C:9]([O:14][CH3:15])[CH:10]=2)[N:5]([C:18]([O:20][CH2:21][CH3:22])=[O:19])[CH:4]1[CH3:23]. Procedure: The procedure of Example 13 is repeated, starting with 3.21 g. of 3-hydroxymethylene-6,7-dimethoxy-2-methyl-4-oxo-1,2,3,4-tetrahydro-1-quinoline carboxylic acid, ethyl ester and 890 mg. of methoxyethylamine in 30 ml., to give 1.5 g. of the crude product as a yellow oil. The reactants are COC(=O)[C@H]1N(C[C@@H](C1)S(=O)(=O)C1=C(C=CC=C1)C(F)(F)F)C=1NN=C(C1)C1CC1 ((2S,4R)-1-(5-cyclopropyl-2H-pyrazol-3-yl)-4-(2-trifluoromethyl-benzenesulfonyl)-pyrrolidine-2-carboxylic acid methyl ester), [OH-].[Li+] (lithium hydroxide). Product: C1(CC1)C=1C=C(NN1)N1[C@@H](C[C@H](C1)S(=O)(=O)C1=C(C=CC=C1)C(F)(F)F)C(=O)O ((2S,4R)-1-(5-Cyclopropyl-2H-pyrazol-3-yl)-4-(2-trifluoromethyl-benzenesulfonyl)-pyrrolidine-2-carboxylic acid). RXN SMILES: C[O:2][C:3]([C@@H:5]1[CH2:9][C@@H:8]([S:10]([C:13]2[CH:18]=[CH:17][CH:16]=[CH:15][C:14]=2[C:19]([F:22])([F:21])[F:20])(=[O:12])=[O:11])[CH2:7][N:6]1[C:23]1[NH:24][N:25]=[C:26]([CH:28]2[CH2:30][CH2:29]2)[CH:27]=1)=[O:4].[OH-].[Li+]>>[CH:28]1([C:26]2[CH:27]=[C:23]([N:6]3[CH2:7][C@H:8]([S:10]([C:13]4[CH:18]=[CH:17][CH:16]=[CH:15][C:14]=4[C:19]([F:22])([F:20])[F:21])(=[O:12])=[O:11])[CH2:9][C@H:5]3[C:3]([OH:4])=[O:2])[NH:24][N:25]=2)[CH2:29][CH2:30]1 |f:1.2|. Reported procedure: In analogy to the procedure described in example 253e, (2S,4R)-1-(5-cyclopropyl-2H-pyrazol-3-yl)-4-(2-trifluoromethyl-benzenesulfonyl)-pyrrolidine-2-carboxylic acid methyl ester was saponified in the presence of lithium hydroxide to give the title compound as brown solid which was used in the next step without further purification. Starting materials: O=C([O-])[O-], CC(C)(C)n1nccc1O, COCCOC, CS(=O)(=O)c1ccc(C(=O)Cl)c(Cl)c1C1=NOCC1, [K+], [K+]. The product is CC(C)(C)n1ncc(C(=O)c2ccc(S(C)(=O)=O)c(C3=NOCC3)c2Cl)c1O. Reaction SMILES: [C:11](=[O:12])([O-:13])[O-:14].[CH3:1][C:2]([CH3:3])([CH3:4])[n:5]1[n:6][cH:7][cH:8][c:9]1[OH:10].[CH3:36][O:37][CH2:38][CH2:39][O:40][CH3:41].[Cl:17][c:18]1[c:19]([C:20](=[O:21])[Cl:22])[cH:23][cH:24][c:25]([S:32](=[O:33])(=[O:34])[CH3:35])[c:26]1[C:27]1=[N:28][O:29][CH2:30][CH2:31]1.[K+:15].[K+:16]>>[CH3:1][C:2]([CH3:3])([CH3:4])[n:5]1[n:6][cH:7][c:8]([C:20]([c:19]2[c:18]([Cl:17])[c:26]([C:27]3=[N:28][O:29][CH2:30][CH2:31]3)[c:25]([S:32](=[O:33])(=[O:34])[CH3:35])[cH:24][cH:23]2)=[O:21])[c:9]1[OH:10]. Starting materials: O1CCCC1 (Tetrahydrofuran), C(C)#N.C1(CC1)C1=C(C=NN1C1=C2C=CC=NC2=CC=C1)C(=O)Cl (acetonitrile 5-cyclopropyl-1-quinolin-5-yl-1H-pyrazole-4-carbonyl chloride), C1(CC1)C1=C(C=NN1C1=C2C=CC=NC2=CC=C1)C(=O)Cl (5-Cyclopropyl-1-quinolin-5-yl-1H-pyrazole-4-carbonyl chloride), NC(=N)N (guanidine). Run in Cl.NC(=N)N (guanidine HCl), O (water), [OH-].[Na+] (NaOH). Reaction conditions: temperature 52.5 celsius, time 2 hour. The product is C1(CC1)C1=C(C=NN1C1=C2C=CC=NC2=CC=C1)C(=O)NC(=N)N (N-(5-Cyclopropyl-1-quinolin-5-yl-1H-pyrazole-4-carbonyl)-guanidine). Reaction SMILES: C(#N)C.[CH:4]1([C:7]2[N:11]([C:12]3[CH:21]=[CH:20][CH:19]=[C:18]4[C:13]=3[CH:14]=[CH:15][CH:16]=[N:17]4)[N:10]=[CH:9][C:8]=2[C:22](Cl)=[O:23])[CH2:6][CH2:5]1.C1(C2N(C3C=CC=C4C=3C=CC=N4)N=CC=2C(Cl)=O)CC1.[NH2:46][C:47]([NH2:49])=[NH:48].O1CCCC1>Cl.NC(N)=N.O.[OH-].[Na+]>[CH:4]1([C:7]2[N:11]([C:12]3[CH:21]=[CH:20][CH:19]=[C:18]4[C:13]=3[CH:14]=[CH:15][CH:16]=[N:17]4)[N:10]=[CH:9][C:8]=2[C:22]([NH:48][C:47]([NH2:49])=[NH:46])=[O:23])[CH2:6][CH2:5]1 |f:0.1,5.6,8.9|. Procedure details: In a reaction flask, guanidine HCl (35.1 g) was dissolved in water (268 ml) and 50% NaOH (114.6 g). The acetonitrile/5-cyclopropyl-1-quinolin-5-yl-1H-pyrazole-4-carbonyl chloride mixture of Example 4, was added in three equal portions to the flask containing the guanidine solution while maintaining the reaction temperature below 15° C. throughout the addition. The reaction mixture was brought to room temperature and stirred under nitrogen atmosphere for two hours. The reaction was confirmed to b... Yields the product Cc1cc2n(c1C(=O)c1cccs1)CCCC2C(=O)O. Reactants: O=C([O-])[O-], CO, [K+], [K+], O, Cc1cc2n(c1C(=O)c1cccs1)CCCC2C(=O)OC(C)C. Reaction SMILES: [C:26](=[O:27])([O-:28])[O-:29].[CH3:24][OH:25].[K+:30].[K+:31].[OH2:32].[c:1]1([C:6](=[O:7])[c:8]2[c:9]([CH3:23])[cH:10][c:11]3[n:12]2[CH2:13][CH2:14][CH2:15][CH:16]3[C:17](=[O:18])[O:19][CH:20]([CH3:21])[CH3:22])[cH:2][cH:3][cH:4][s:5]1>>[c:1]1([C:6](=[O:7])[c:8]2[c:9]([CH3:23])[cH:10][c:11]3[n:12]2[CH2:13][CH2:14][CH2:15][CH:16]3[C:17](=[O:18])[OH:19])[cH:2][cH:3][cH:4][s:5]1.